From a dataset of the Open Reaction Database (ORD), a public repository of structured organic reaction records. describe an organic reaction: reactants, conditions, products, and yield Product: [N+](=O)([O-])C=1C=CC(=C(C(=O)O)C1)NCCCC1=CC=CC=C1 (5-Nitro-2-(3-phenylpropylamino)benzoic acid). The solvent is CC(=O)N(C)C (dimethylacetamide). Reaction SMILES: Cl[C:2]1[CH:10]=[CH:9][C:8]([N+:11]([O-:13])=[O:12])=[CH:7][C:3]=1[C:4]([OH:6])=[O:5].[C:14]1([CH2:20][CH2:21][CH2:22][NH2:23])[CH:19]=[CH:18][CH:17]=[CH:16][CH:15]=1.O.Cl>CC(N(C)C)=O>[N+:11]([C:8]1[CH:9]=[CH:10][C:2]([NH:23][CH2:22][CH2:21][CH2:20][C:14]2[CH:19]=[CH:18][CH:17]=[CH:16][CH:15]=2)=[C:3]([CH:7]=1)[C:4]([OH:6])=[O:5])([O-:13])=[O:12]. Reactants: Cl (HCl), ClC1=C(C(=O)O)C=C(C=C1)[N+](=O)[O-] (2-chloro-5-nitrobenzoic acid), C1(=CC=CC=C1)CCCN (3-phenylpropylamine), O (water). Procedure: A solution of 15.3 g of 2-chloro-5-nitrobenzoic acid and 49 g of 3-phenylpropylamine in 60 ml of dimethylacetamide is heated at 145° C. for 2 hours. After cooling, 300 ml of water are added, and the mixture is acidified (pH 2 to 1) with 2 N HCl. Reactants: C(CCC)OP(=O)(OCCCC)C1=C(SC(=C1)I)I (3-(dibutoxyphosphoryl)-2,5-diiodothiophene), C(CCC)[Li] (n-butyl lithium), P(=O)(O)([O-])[O-].[Na+].[Na+].P(=O)(O)(O)[O-].[Na+] (disodium hydrogen phosphate sodium dihydrogen phosphate). The solvent is C1CCOC1 (THF). Conditions: temperature -78 celsius, time 1 hour. Yields the product C(CCC)OP(=O)(OCCCC)C1=CSC(=C1)I (3-(dibutoxyphosphoryl)-5-iodothiophene). Isolated yield 79.0%. Reaction SMILES: [CH2:1]([O:5][P:6]([C:13]1[CH:17]=[C:16]([I:18])[S:15][C:14]=1I)([O:8][CH2:9][CH2:10][CH2:11][CH3:12])=[O:7])[CH2:2][CH2:3][CH3:4].C([Li])CCC.P([O-])([O-])(O)=O.[Na+].[Na+].P([O-])(O)(O)=O.[Na+]>C1COCC1>[CH2:9]([O:8][P:6]([C:13]1[CH:17]=[C:16]([I:18])[S:15][CH:14]=1)([O:5][CH2:1][CH2:2][CH2:3][CH3:4])=[O:7])[CH2:10][CH2:11][CH3:12] |f:2.3.4.5.6|. Procedure details: In THF, 3.10 g (5.9 mmols) of 3-(dibutoxyphosphoryl)-2,5-diiodothiophene was dissolved and cooled down to −78° C. Commercially available n-butyl lithium (1.59 M hexane solution, 6.2 mmols) was slowly dropped, followed by stirring for 1 hour at a standing temperature. Thereafter, a disodium hydrogen phosphate/sodium dihydrogen phosphate buffer solution, adjusted to pH=7, was added, followed by extraction with ethyl acetate. The organic phase was washed with a saturated saline solution and dried o... The reactants are Cl (hydrochloric acid), [OH-].[Na+] (Sodium hydroxide), FCON=C(C(=O)OCC)C#N (ethyl 2-fluoromethoxyimino-cyanoacetate), Cl.NO (hydroxylamine hydrochloride), C([O-])([O-])=O.[K+].[K+] (potassium carbonate). Solvent: O (water). Run at time 3 hour. The product is C(=O)(O)C(C(N)=NO)=NOCF (2-carboxy-2-fluoromethoxyimino-acetamidoxime). Isolated yield 44.4%. RXN SMILES: [OH-:1].[Na+].[F:3][CH2:4][O:5][N:6]=[C:7]([C:13]#[N:14])[C:8]([O:10]CC)=[O:9].Cl.[NH2:16]O.C(=O)([O-])[O-].[K+].[K+].Cl>O>[C:8]([C:7](=[N:6][O:5][CH2:4][F:3])[C:13](=[N:14][OH:1])[NH2:16])([OH:10])=[O:9] |f:0.1,3.4,5.6.7|. Reported procedure: Sodium hydroxide (12.9 g, 321.1 mmol) in water (268 ml) was added to ethyl 2-fluoromethoxyimino-cyanoacetate (46.6 g, 267.6 mmol) under ice-cooling, and the mixture was stirred at room temperature for 3 hrs. To the reaction mixture, hydroxylamine hydrochloride (20.5 g, 294.4 mmol) and then potassium carbonate (16.7 g, 120.4 mmol) were added under ice-cooling, and the mixture was stirred at a room temperature overnight and then concentrated hydrochloric acid (22.3 ml, 267.6 mmol) was added (pH 2)... The reactants are FC=1C(=NC=C(C1)Cl)C(=O)O (3-fluoro-5-chloro-2-pyridinecarboxylic acid), S(=O)(Cl)Cl (thionyl chloride), [OH-].[Na+] (sodium hydroxide). Run at temperature 90 celsius, time 5 hour. Product: FC=1C(=NC=C(C1)Cl)C(=O)Cl (3-Fluoro-5-chloro-2-pyridinecarboxylic Acid Chloride). Reaction SMILES: [F:1][C:2]1[C:3]([C:9]([OH:11])=O)=[N:4][CH:5]=[C:6]([Cl:8])[CH:7]=1.S(Cl)([Cl:14])=O.[OH-].[Na+]>>[F:1][C:2]1[C:3]([C:9]([Cl:14])=[O:11])=[N:4][CH:5]=[C:6]([Cl:8])[CH:7]=1 |f:2.3|. Reported procedure: 71.38 g of 3-fluoro-5-chloro-2-pyridinecarboxylic acid (Example P4) are placed in a round-bottomed flask and heated to 90° C. 59 ml of thionyl chloride are added dropwise from a dropping funnel over a period of 30 minutes, and the gas formed is introduced into sodium hydroxide solution. Stirring is then carried out for 5 hours at 100° C., after which the thionyl chloride is distilled off at normal pressure. After the addition of 50 ml of dry toluene, 20 ml thereof are distilled off. The resultin... Reaction SMILES: [CH2:1]([O:8][CH2:9][CH2:10][CH2:11][C:12]1[N:13]=[C:14]([C:19]2[CH:20]=[N:21][C:22]([C:25]([F:28])([F:27])[F:26])=[CH:23][CH:24]=2)[S:15][C:16]=1[CH2:17][OH:18])[C:2]1[CH:7]=[CH:6][CH:5]=[CH:4][CH:3]=1.[H-].[Na+].[Cl:31][C:32]1[CH:39]=[C:38](F)[CH:37]=[CH:36][C:33]=1[C:34]#[N:35]>CN(C)C=O>[CH2:1]([O:8][CH2:9][CH2:10][CH2:11][C:12]1[N:13]=[C:14]([C:19]2[CH:20]=[N:21][C:22]([C:25]([F:28])([F:27])[F:26])=[CH:23][CH:24]=2)[S:15][C:16]=1[CH2:17][O:18][C:38]1[CH:37]=[CH:36][C:33]([C:34]#[N:35])=[C:32]([Cl:31])[CH:39]=1)[C:2]1[CH:7]=[CH:6][CH:5]=[CH:4][CH:3]=1 |f:1.2|. The solvent is CN(C=O)C (dimethylformamide). Reactants: [H-].[Na+] (sodium hydride), C(C1=CC=CC=C1)OCCCC=1N=C(SC1CO)C=1C=NC(=CC1)C(F)(F)F ([4-(3-Benzyloxy-propyl)-2-(6-trifluoromethyl-pyridin-3-yl)-thiazol-5-yl]-methanol), ClC1=C(C#N)C=CC(=C1)F (2-chloro-4-fluorobenzonitrile). Procedure details: 1.44 g [4-(3-Benzyloxy-propyl)-2-(6-trifluoromethyl-pyridin-3-yl)-thiazol-5-yl]-methanol were dissolved in 15 ml dimethylformamide. 231 mg sodium hydride (95%) were added and the reaction mixture stirred at room temperature. After thirty minutes 549 mg 2-chloro-4-fluorobenzonitrile were added and the reaction mixture stirred at room temperature for one hour. Then the reaction was quenched by the addition of 20 ml water and extracted three times with portions of 50 ml methyltertbutylether. The co... Isolated yield 33.4%. The product is C(C1=CC=CC=C1)OCCCC=1N=C(SC1COC1=CC(=C(C#N)C=C1)Cl)C=1C=NC(=CC1)C(F)(F)F (4-[4-(3-Benzyloxy-propyl)-2-(6-trifluoromethyl-pyridin-3-yl)-thiazol-5-ylmethoxy]-2-chloro-benzonitrile). Reactants: ClC=1C=C(C2=C(N1)N(N=C2)C(C)C)C(=O)NCC=2C(NC(=CC2C)C)=O (6-chloro-N-[(4,6-dimethyl-2-oxo-1,2-dihydro-3-pyridinyl)methyl]-1-(1-methylethyl)-1H-pyrazolo[3,4-b]pyridine-4-carboxamide), CC1(OB(OC1(C)C)C1=CC=C2C=NNC2=C1)C (6-(4,4,5,5-tetramethyl-1,3,2-dioxaborolan-2-yl)-1H-indazole), C([O-])([O-])=O.[Na+].[Na+] (sodium carbonate). The reagents and catalysts are Cl[Pd]([P](C1=CC=CC=C1)(C2=CC=CC=C2)C3=CC=CC=C3)([P](C4=CC=CC=C4)(C5=CC=CC=C5)C6=CC=CC=C6)Cl (bis(triphenylphosphine)palladium(II) chloride). Run in CS(=O)C (DMSO). Yields the product CC1=C(C(NC(=C1)C)=O)CNC(=O)C=1C2=C(N=C(C1)C1=CC=C3C=NNC3=C1)N(N=C2)C(C)C (N-[(4,6-Dimethyl-2-oxo-1,2-dihydro-3-pyridinyl)methyl]-6-(1H-indazol-6-yl)-1-(1-methylethyl)-1H-pyrazolo[3,4-b]pyridine-4-carboxamide). RXN SMILES: Cl[C:2]1[CH:3]=[C:4]([C:14]([NH:16][CH2:17][C:18]2[C:19](=[O:26])[NH:20][C:21]([CH3:25])=[CH:22][C:23]=2[CH3:24])=[O:15])[C:5]2[CH:10]=[N:9][N:8]([CH:11]([CH3:13])[CH3:12])[C:6]=2[N:7]=1.CC1(C)C(C)(C)OB([C:35]2[CH:43]=[C:42]3[C:38]([CH:39]=[N:40][NH:41]3)=[CH:37][CH:36]=2)O1.C(=O)([O-])[O-].[Na+].[Na+]>Cl[Pd](Cl)([P](C1C=CC=CC=1)(C1C=CC=CC=1)C1C=CC=CC=1)[P](C1C=CC=CC=1)(C1C=CC=CC=1)C1C=CC=CC=1.CS(C)=O>[CH3:24][C:23]1[CH:22]=[C:21]([CH3:25])[NH:20][C:19](=[O:26])[C:18]=1[CH2:17][NH:16][C:14]([C:4]1[C:5]2[CH:10]=[N:9][N:8]([CH:11]([CH3:13])[CH3:12])[C:6]=2[N:7]=[C:2]([C:35]2[CH:43]=[C:42]3[C:38]([CH:39]=[N:40][NH:41]3)=[CH:37][CH:36]=2)[CH:3]=1)=[O:15] |f:2.3.4,^1:53,72|. Reported procedure: The title compound was prepared in the same manner as described in example 74 from 6-chloro-N-[(4,6-dimethyl-2-oxo-1,2-dihydro-3-pyridinyl)methyl]-1-(1-methylethyl)-1H-pyrazolo[3,4-b]pyridine-4-carboxamide (70 mg, 0.187 mmol), 6-(4,4,5,5-tetramethyl-1,3,2-dioxaborolan-2-yl)-1H-indazole (59.4 mg, 0.243 mmol), DMSO (1.5 mL), sodium carbonate (0.281 mL, 0.562 mmol), and bis(triphenylphosphine)palladium(II) chloride (10.51 mg, 0.015 mmol). The final product was collected as 55 mg (65%). LCMS E-S (M+... Starting materials: OCC1=CC=C(C=C1)CCC=1N=C(SC1)NC(C)=O (N-(4-{2-[4-(Hydroxymethyl)phenyl]ethyl}-1,3-thiazol-2-yl)acetamide), N(=NC(=O)OCC)C(=O)OCC (diethyl azodicarboxylate), C(O)([O-])=O.[Na+] (sodium hydrogen carbonate), ON1C(C2=CC=CC=C2C1=O)=O (2-hydroxy-1H-isoindole-1,3(2H)-dione), C1(=CC=CC=C1)P(C1=CC=CC=C1)C1=CC=CC=C1 (triphenylphosphine). The solvent is O1CCCC1 (tetrahydrofuran). Reaction conditions: time 6 hour. Product: O=C1N(C(C2=CC=CC=C12)=O)OCC1=CC=C(C=C1)CCC=1N=C(SC1)NC(C)=O (N-{4-[2-(4-{[(1,3-dioxo-1,3-dihydro-2H-isoindol-2-yl)oxy]methyl}phenyl)ethyl]-1,3-thiazol-2-yl}acetamide). Yield: 57.2%. RXN SMILES: [OH:1][CH2:2][C:3]1[CH:8]=[CH:7][C:6]([CH2:9][CH2:10][C:11]2[N:12]=[C:13]([NH:16][C:17](=[O:19])[CH3:18])[S:14][CH:15]=2)=[CH:5][CH:4]=1.O[N:21]1[C:29](=[O:30])[C:28]2[C:23](=[CH:24][CH:25]=[CH:26][CH:27]=2)[C:22]1=[O:31].C1(P(C2C=CC=CC=2)C2C=CC=CC=2)C=CC=CC=1.N(C(OCC)=O)=NC(OCC)=O.C(=O)([O-])O.[Na+]>O1CCCC1>[O:31]=[C:22]1[C:23]2[C:28](=[CH:27][CH:26]=[CH:25][CH:24]=2)[C:29](=[O:30])[N:21]1[O:1][CH2:2][C:3]1[CH:8]=[CH:7][C:6]([CH2:9][CH2:10][C:11]2[N:12]=[C:13]([NH:16][C:17](=[O:19])[CH3:18])[S:14][CH:15]=2)=[CH:5][CH:4]=1 |f:4.5|. Reported procedure: N-(4-{2-[4-(Hydroxymethyl)phenyl]ethyl}-1,3-thiazol-2-yl)acetamide (250 mg), 2-hydroxy-1H-isoindole-1,3(2H)-dione (155 mg), triphenylphosphine (249 mg) and tetrahydrofuran (5 ml) were combined under nitrogen atmosphere, and then diethyl azodicarboxylate (0.15 ml) was added to the solution at 0° C. The reaction mixture was stirred at room temperature for 6 hours, poured into saturated sodium hydrogen carbonate solution, and extracted with ethyl acetate. The organic layer was washed with saturated...